Dataset: the Open Reaction Database (ORD), a public repository of structured organic reaction records. Task: describe an organic reaction: reactants, conditions, products, and yield The reactants are CC(OCC)=O (EA), C(C)(C)(C)C=1C=C(C=C(C1)OCCCOC1OCCCC1)C(C)=O (1-{3-tert-Butyl-5-[3-(tetrahydropyran-2-yloxy)propoxy]phenyl}ethanone), C(CC(O)(C(=O)O)CC(=O)O)(=O)O (citric acid), [Br-].[Br-].[Br-].C1(=CC=CC=C1)[N+](C)(C)C.C1(=CC=CC=C1)[N+](C)(C)C.C1(=CC=CC=C1)[N+](C)(C)C (phenyltrimethylammonium tribromide). Run in CO.C1CCOC1 (methanol THF). Run at time 3 hour. Yields the product BrCC(=O)C1=CC(=CC(=C1)OCCCO)C(C)(C)C (2-Bromo-1-[3-tert-butyl-5-(3-hydroxypropoxy)phenyl]ethanone). Yield: 116.5%. Reaction SMILES: [C:1]([C:5]1[CH:6]=[C:7]([C:22](=[O:24])[CH3:23])[CH:8]=[C:9]([O:11][CH2:12][CH2:13][CH2:14][O:15]C2CCCCO2)[CH:10]=1)([CH3:4])([CH3:3])[CH3:2].[Br-:25].[Br-].[Br-].C1([N+](C)(C)C)C=CC=CC=1.C1([N+](C)(C)C)C=CC=CC=1.C1([N+](C)(C)C)C=CC=CC=1.C(O)(=O)CC(CC(O)=O)(C(O)=O)O.CC(=O)OCC>CO.C1COCC1>[Br:25][CH2:23][C:22]([C:7]1[CH:8]=[C:9]([O:11][CH2:12][CH2:13][CH2:14][OH:15])[CH:10]=[C:5]([C:1]([CH3:4])([CH3:3])[CH3:2])[CH:6]=1)=[O:24] |f:1.2.3.4.5.6,9.10|. Reported procedure: 1-{3-tert-Butyl-5-[3-(tetrahydropyran-2-yloxy)propoxy]phenyl}ethanone (O2.059; 3.4 g) was dissolved in methanol/THF (50/50 ml) and admixed while stirring with phenyltrimethylammonium tribromide (4.21 g). After stirring at RT for 3 h, 20% citric acid solution was added and the mixture was stirred for 1 h. Then EA was added and the EA phase was removed. The EA phase was dried over magnesium sulfate and concentrated by rotary evaporation. The residue was purified by means of silica gel (80 g cartri... The reactants are CO, COC(=O)c1cc(F)ccc1OCc1ccccc1Cl, [Na+], [OH-]. The product is O=C(O)c1cc(F)ccc1OCc1ccccc1Cl. Reaction SMILES: [CH3:23][OH:24].[Cl:1][c:2]1[c:3]([CH2:4][O:5][c:6]2[c:7]([C:8](=[O:9])[O:10][CH3:11])[cH:12][c:13]([F:16])[cH:14][cH:15]2)[cH:17][cH:18][cH:19][cH:20]1.[Na+:22].[OH-:21]>>[Cl:1][c:2]1[c:3]([CH2:4][O:5][c:6]2[c:7]([C:8](=[O:9])[OH:10])[cH:12][c:13]([F:16])[cH:14][cH:15]2)[cH:17][cH:18][cH:19][cH:20]1. Reactants: BrB(Br)Br, CCc1cnc(N(CCc2ccc(OC)c(C)c2)Cc2ccc(OC(F)(F)F)cc2)nc1, C[O-], ClCCl, [Na+]. Yields the product CCc1cnc(N(CCc2ccc(O)c(C)c2)Cc2ccc(OC(F)(F)F)cc2)nc1. As a reaction SMILES: [B:33]([Br:34])([Br:35])[Br:36].[CH2:1]([CH3:2])[c:3]1[cH:4][n:5][c:6]([N:9]([CH2:10][c:11]2[cH:12][cH:13][c:14]([O:17][C:18]([F:19])([F:20])[F:21])[cH:15][cH:16]2)[CH2:22][CH2:23][c:24]2[cH:25][c:26]([CH3:32])[c:27]([O:30][CH3:31])[cH:28][cH:29]2)[n:7][cH:8]1.[CH3:37][O-:38].[Cl:40][CH2:41][Cl:42].[Na+:39]>>[CH2:1]([CH3:2])[c:3]1[cH:4][n:5][c:6]([N:9]([CH2:10][c:11]2[cH:12][cH:13][c:14]([O:17][C:18]([F:19])([F:20])[F:21])[cH:15][cH:16]2)[CH2:22][CH2:23][c:24]2[cH:25][c:26]([CH3:32])[c:27]([OH:30])[cH:28][cH:29]2)[n:7][cH:8]1. The reactants are Cc1ccc2oc(Br)c(-c3ccccc3)c2c1, CC(=O)O, O=C(O)C1CC=CCC1, O=N[O-], [Na+], O=[N+]([O-])O. The product is Cc1ccc2oc([N+](=O)[O-])c(-c3ccccc3)c2c1. Reaction SMILES: [Br:1][c:2]1[o:3][c:4]2[c:5]([c:6]1-[c:7]1[cH:8][cH:9][cH:10][cH:11][cH:12]1)[cH:13][c:14]([CH3:17])[cH:15][cH:16]2.[CH3:35][C:36](=[O:37])[OH:38].[CH:18]1=[CH:26][CH2:25][CH:21]([C:22]([OH:23])=[O:24])[CH2:20][CH2:19]1.[N:27](=[O:28])[O-:29].[Na+:30].[OH:31][N+:32](=[O:33])[O-:34]>>[c:2]1([N+:27](=[O:28])[O-:29])[o:3][c:4]2[c:5]([c:6]1-[c:7]1[cH:8][cH:9][cH:10][cH:11][cH:12]1)[cH:13][c:14]([CH3:17])[cH:15][cH:16]2. Starting materials: ClC1=C(SC=C1)C(=O)N (3-chloro-2-thiophenecarboxamide), ClCC(=O)CCl (1,3-dichloroacetone). Product: ClCC=1N=C(OC1)C=1SC=CC1Cl (4-chloromethyl-2-(3-chloro-2-thienyl)oxazole). Isolated yield 54.0%. As a reaction SMILES: [Cl:1][C:2]1[CH:6]=[CH:5][S:4][C:3]=1[C:7]([NH2:9])=[O:8].[Cl:10][CH2:11][C:12]([CH2:14]Cl)=O>>[Cl:10][CH2:11][C:12]1[N:9]=[C:7]([C:3]2[S:4][CH:5]=[CH:6][C:2]=2[Cl:1])[O:8][CH:14]=1. Procedure details: In substantially the same manner as in Reference Example 47, 3-chloro-2-thiophenecarboxamide was allowed to react with 1,3-dichloroacetone to give 4-chloromethyl-2-(3-chloro-2-thienyl)oxazole. The yield was 54%. Recrystallization from ethyl acetate-hexane gave colorless prisms, mp 84-85° C. The reactants are dialkylaminobenzaldehyde, alkanesulfonylchloride, NC1=CC=C(C(=O)CC#N)C=C1 (4-amino-benzoylacetonitrile), N1=CC=CC=C1 (pyridine), C(C)#N (acetonitrile), [N+](=O)([O-])C (nitromethane). Solvent: C(C)(C)O (isopropyl alcohol). Yields the product N1CCCCC1 (piperidine), CN(C(N(C)C)=N)C (tetramethylguanidine), C1CN2CCN1CC2 (triethylenediamine). As a reaction SMILES: [NH2:1][C:2]1C=C[C:5]([C:6]([CH2:8][C:9]#[N:10])=O)=[CH:4][CH:3]=1.[C:13](#[N:15])C.[N+:16]([CH3:19])([O-])=O.[N:20]1[CH:25]=[CH:24]C=[CH:22][CH:21]=1>C(O)(C)C>[NH:10]1[CH2:4][CH2:5][CH2:6][CH2:8][CH2:9]1.[CH3:2][N:15]([CH3:13])[C:19](=[NH:16])[N:20]([CH3:25])[CH3:21].[CH2:2]1[N:1]2[CH2:22][CH2:21][N:20]([CH2:25][CH2:24]2)[CH2:3]1. Procedure: In accordance with the second procedure, the 4-alkanesulfonaminobenzoylacetonitrile is first prepared by reaction of an alkanesulfonylchloride with 4-amino-benzoylacetonitrile at room temperature in dry pyridine. This product is in turn reacted with a dialkylaminobenzaldehyde at reflux temperature in isopropyl alcohol, acetonitrile, nitromethane, or a similar polar solvent and in the presence of a catalytic amount of piperidine, or another catalyst of comparable basicity such as tetramethylguani...